Dataset: the Open Reaction Database (ORD), a public repository of structured organic reaction records. Task: describe an organic reaction: reactants, conditions, products, and yield Starting materials: ClC=1C=CC(=C(N)C1)C (5-chloro-2-methylaniline), Br.C(C)NCCCBr (N-ethyl-1-amino-3-bromopropane hydrobromide salt), crude material. Solvent: ClCCl (dichloromethane). Product: ClC=1C=CC(=C(C1)NCCCNCC)C (N′-(5-Chloro-2-methyl-phenyl)-N-ethyl-propane-1,3-diamine). The yield is 92.5%. RXN SMILES: [Cl:1][C:2]1[CH:3]=[CH:4][C:5]([CH3:9])=[C:6]([CH:8]=1)[NH2:7].Br.[CH2:11]([NH:13][CH2:14][CH2:15][CH2:16]Br)[CH3:12]>ClCCl>[Cl:1][C:2]1[CH:3]=[CH:4][C:5]([CH3:9])=[C:6]([NH:7][CH2:16][CH2:15][CH2:14][NH:13][CH2:11][CH3:12])[CH:8]=1 |f:1.2|. Procedure details: A mixture of 5-chloro-2-methylaniline (12.3 g) and the N-ethyl-1-amino-3-bromopropane hydrobromide salt of Example 3, Step C (8.6 g) was heated at 100° C. under nitrogen for 20 minutes. After cooling, a solid mass formed which was partitioned between dichloromethane and 1 N sodium hydroxide. The organic phase was washed with brine, dried over anhydrous potassium carbonate, filtered and concentrated in vacuo to give a brown oil. The crude material was dissolved in dichloromethane and absorbed ont... Solvent: ClCCl (dichloromethane), C1(=CC=CC=C1)C (toluene). Run at temperature 130 celsius. As a reaction SMILES: [CH2:1]([NH:3][C:4]([C:6]1[CH:15]=[CH:14][C:9]2[NH:10][C:11](=S)[O:12][C:8]=2[CH:7]=1)=[O:5])[CH3:2].Cl.Cl.[NH:18]1[CH2:22][CH2:21][C@@H:20]([N:23]2[CH2:28][CH2:27][CH2:26][CH2:25][CH2:24]2)[CH2:19]1>C1(C)C=CC=CC=1.ClCCl>[CH2:1]([NH:3][C:4]([C:6]1[CH:15]=[CH:14][C:9]2[N:10]=[C:11]([N:18]3[CH2:22][CH2:21][C@@H:20]([N:23]4[CH2:24][CH2:25][CH2:26][CH2:27][CH2:28]4)[CH2:19]3)[O:12][C:8]=2[CH:7]=1)=[O:5])[CH3:2] |f:1.2.3|. Reactants: C(C)NC(=O)C1=CC2=C(NC(O2)=S)C=C1 (N-ethyl-2-thioxo-2,3-dihydrobenzo[d]oxazole-6-carboxamide), Cl.Cl.N1C[C@@H](CC1)N1CCCCC1 ((R)-1-(pyrrolidin-3-yl)piperidine dihydrochloride). Yields the product C(C)NC(=O)C1=CC2=C(N=C(O2)N2C[C@@H](CC2)N2CCCCC2)C=C1 ((R)—N-ethyl-2-(3-(piperidin-1-yl)pyrrolidin-1-yl)benzo[d]oxazole-6-carboxamide). Procedure: N-Ethyl-2-thioxo-2,3-dihydrobenzo[d]oxazole-6-carboxamide (Example 93A, 56 mg, 0.253 mmol) and (R)-1-(pyrrolidin-3-yl)piperidine (Reference Example 5c, 39 mg, 253 mmol) were combined in toluene (1 mL) and heated to 130° C. for one hour. The reaction mixture was diluted with dichloromethane, washed with a 1 N aqueous solution of sodium hydroxide, and the organic layer was absorbed on silica gel. The crude mixture was purified using silica gel chromatography (12 g column) eluting with a gradient o... Reactants: C1=C(C=CC2=CC=CC=C12)C(=O)CCCCCCC(=O)O (7-(2-Naphthoyl)heptanoic acid), NC1=C(C=CC=C1)O (2-aminophenol), C1(=C(C=CC=C1)N)N (1,2-phenylenediamine). Product: OC1=C(C=CC=C1)NC(CCCCCCC(=O)C1=CC=C(C=C1)C1=CC=CC=C1)=O (N-(2-Hydroxyphenyl)-7-[(4-biphenyl)carbonyl]heptanamide). Isolated yield 39.0%. RXN SMILES: [CH:1]1[C:10]2[C:5](=[CH:6][CH:7]=[CH:8][CH:9]=2)[CH:4]=[CH:3][C:2]=1[C:11]([CH2:13][CH2:14][CH2:15][CH2:16][CH2:17][CH2:18][C:19]([OH:21])=O)=[O:12].[NH2:22][C:23]1[CH:28]=[CH:27][CH:26]=[CH:25][C:24]=1[OH:29].[C:30]1(N)C=CC=C[C:31]=1N>>[OH:29][C:24]1[CH:25]=[CH:26][CH:27]=[CH:28][C:23]=1[NH:22][C:19](=[O:21])[CH2:18][CH2:17][CH2:16][CH2:15][CH2:14][CH2:13][C:11]([C:2]1[CH:1]=[CH:10][C:5]([C:6]2[CH:7]=[CH:8][CH:9]=[CH:31][CH:30]=2)=[CH:4][CH:3]=1)=[O:12]. Reported procedure: Following the procedure described in Example 22, but substituting carboxylic acid 50h for carboxylic acid 50g and 2-aminophenol for 1,2-phenylenediamine, the title compound 74 was obtained in 39% yield. 1H NMR (CDCl3:CD3OD 5:1): δ 7.99 (d, J=8.4 Hz, 2H), 7.60 (m, 4H), 7.41 (m, 4H), 7.02 (m, 1H), 6.91 (m, 1H), 6.81 (m, 1H), 2.98 (m, 2H), 2.41 (t, J=7.5 Hz, 2H), 1.74 (m, 4H), 1.42 (m, 4H).